Task: describe an organic reaction: reactants, conditions, products, and yield. Dataset: the Open Reaction Database (ORD), a public repository of structured organic reaction records Starting materials: ClC1(CCCCC1)N=O (1-chloro-1-nitrosocyclohexane), C1=CC=CCC1 (1,3-cyclohexadiene). Solvent: C(C)O (ethanol), C(Cl)(Cl)(Cl)Cl (carbon tetrachloride). Run at time 6 day. Yields the product Cl.C12ONC(C=C1)CC2 (2-oxa-3-azabicyclo[2.2.2]oct-5-ene, hydrochloride). Yield: 73.8%. RXN SMILES: [Cl:1][C:2]1([N:8]=[O:9])[CH2:7][CH2:6][CH2:5][CH2:4][CH2:3]1.C1CCC=CC=1>C(O)C.C(Cl)(Cl)(Cl)Cl>[ClH:1].[CH:5]12[CH2:6][CH2:7][CH:2]([CH:3]=[CH:4]1)[NH:8][O:9]2 |f:4.5|. Procedure: To a solution of 6.1 g of 1-chloro-1-nitrosocyclohexane in 135 ml of ethanol and 260 ml of carbon tetrachloride, cooled to -20° C. in an acetone-dry ice bath, was slowly added 33.6 ml of 1,3-cyclohexadiene. The mixture was stored at -20° C. for 6 days and the solid collected, giving 4.5 g of 2-oxa-3-azabicyclo[2.2.2]oct-5-ene, hydrochloride. Starting materials: O (water), O (water), C([O-])(O)=O.[Na+] (sodium bicarbonate), ClCC(=O)O[C@@H]1C[C@@H]2CC[C@H]3[C@@H]4CC=C(C(C)=O)[C@]4(C[C@@H]([C@@H]3[C@]2(CC1)C)OC(CCl)=O)C (3β,11β-Bischloroacetoxy-5α-pregn-16-en-20-one). The solvent is O1CCOCC1 (dioxan). The product is ClCC(=O)O[C@@H]1[C@@H]2[C@]3(CC[C@@H](C[C@@H]3CC[C@H]2[C@@H]2CC=C(C(C)=O)[C@]2(C1)C)O)C (11β-Chloroacetoxy-3β-hydroxy-5α-pregn-16-en-20-one). Isolated yield 67.7%. RXN SMILES: ClCC([O:5][C@H:6]1[CH2:25][CH2:24][C@@:23]2([CH3:26])[C@@H:8]([CH2:9][CH2:10][C@@H:11]3[C@@H:22]2[C@@H:21]([O:27][C:28](=[O:31])[CH2:29][Cl:30])[CH2:20][C@@:19]2([CH3:32])[C@H:12]3[CH2:13][CH:14]=[C:15]2[C:16](=[O:18])[CH3:17])[CH2:7]1)=O.O.C(=O)(O)[O-].[Na+]>O1CCOCC1>[Cl:30][CH2:29][C:28]([O:27][C@H:21]1[CH2:20][C@@:19]2([CH3:32])[C@@H:12]([CH2:13][CH:14]=[C:15]2[C:16](=[O:18])[CH3:17])[C@H:11]2[C@H:22]1[C@:23]1([CH3:26])[C@@H:8]([CH2:9][CH2:10]2)[CH2:7][C@@H:6]([OH:5])[CH2:25][CH2:24]1)=[O:31] |f:2.3|. Procedure details: 3β,11β-Bischloroacetoxy-5α-pregn-16-en-20-one (1.2 g) was stirred at 100° in dioxan (20 ml) containing water (4 ml) with sodium bicarbonate (1.26 g) for 4 hours. The mixture was cooled, poured into water and the precipitate collected by filtration, dried and filtered through silica gel (20 g) in ethylacetate. The eluate was evaporated and the residue crystallised from petrol containing a little ethyl acetate to yield the title compound (684 mg), m.p. 160.5°-162°, [α]D +75.2°. Starting materials: COC1=C(C=CC2=NN=C(CC3=C2C=C2C(=C3)OCO2)C)C=CC=C1OC (1-(2,3-dimethoxystyryl)-4-methyl-7,8-methylenedioxy-5H-2,3-benzodiazepine), Cl (hydrogen chloride). Solvent: C(C)(=O)OCC (ethyl acetate), C(C)(=O)OCC (ethyl acetate). Yields the product Cl.COC1=C(C=CC2=NNC(CC3=C2C=C2C(=C3)OCO2)C)C=CC=C1OC (1-(2,3-Dimethoxystyryl)-4-methyl-7,8-methylenedioxy-3,4-dihydro-5H-2,3-benzodiazepine hydrochloride). Isolated yield 45.8%. Reaction SMILES: [CH3:1][O:2][C:3]1[C:25]([O:26][CH3:27])=[CH:24][CH:23]=[CH:22][C:4]=1[CH:5]=[CH:6][C:7]1[C:13]2[CH:14]=[C:15]3[O:20][CH2:19][O:18][C:16]3=[CH:17][C:12]=2[CH2:11][C:10]([CH3:21])=[N:9][N:8]=1.[ClH:28]>C(OCC)(=O)C>[ClH:28].[CH3:1][O:2][C:3]1[C:25]([O:26][CH3:27])=[CH:24][CH:23]=[CH:22][C:4]=1[CH:5]=[CH:6][C:7]1[C:13]2[CH:14]=[C:15]3[O:20][CH2:19][O:18][C:16]3=[CH:17][C:12]=2[CH2:11][CH:10]([CH3:21])[NH:9][N:8]=1 |f:3.4|. Procedure: 1.5 g (4.12 mmoles) of 1-(2,3-dimethoxystyryl)-4-methyl-7,8-methylenedioxy-5H-2,3-benzodiazepine is reduced as specified in Example 1, the evaporation residue is dissolved in ethyl acetate and 10 ml of 10% by mass of ethyl acetate saturated with gaseous hydrogen chloride are added to the solution. The separated product is filtered, washed three times with 5 ml each of ethyl acetate and dried at a temperature between 80° C. and 100° C. Thus 0.76 g (45.8%) of the desired product is obtained. M.p.:... Reactants: ClC1=CC(=C(C#N)C=C1)[N+](=O)[O-] (4-chloro-2-nitrobenzonitrile), N1CCOCC1 (morpholine). Run in C1CCOC1 (THF). Product: O1CCN(CC1)C1=CC(=C(C#N)C=C1)[N+](=O)[O-] (4-morpholino-2-nitrobenzonitrile). RXN SMILES: Cl[C:2]1[CH:9]=[CH:8][C:5]([C:6]#[N:7])=[C:4]([N+:10]([O-:12])=[O:11])[CH:3]=1.[NH:13]1[CH2:18][CH2:17][O:16][CH2:15][CH2:14]1>C1COCC1>[O:16]1[CH2:17][CH2:18][N:13]([C:2]2[CH:9]=[CH:8][C:5]([C:6]#[N:7])=[C:4]([N+:10]([O-:12])=[O:11])[CH:3]=2)[CH2:14][CH2:15]1. Reported procedure: To a stirred solution of 4-chloro-2-nitrobenzonitrile (2.0 g, 11 mmol) in THF (40 mL) was added morpholine (1.0 g, 11 mmol). The reaction was heated at reflux overnight. After this time the reaction was cooled to rt and then it was partitioned between EtOAc (150 mL) and NaHCO3 (50 mL, satd aq. solution). The separated organic layer was dried over magnesium sulfate, filtered and evaporated in vacuo. Column chromatography (hexanes:EtOAc, 1:0 to 1:1) gave 4-morpholino-2-nitrobenzonitrile.